This data is from the Open Reaction Database (ORD), a public repository of structured organic reaction records. The task is: describe an organic reaction: reactants, conditions, products, and yield Reactants: CC#N, CCn1cc(C(=O)O)c(=O)c2cc(F)c(Cl)nc21, NCC1CCNCC1. Yields the product CCn1cc(C(=O)O)c(=O)c2cc(F)c(N3CCC(CN)CC3)nc21. Reaction SMILES: [CH3:27][C:28]#[N:29].[Cl:1][c:2]1[c:3]([F:18])[cH:4][c:5]2[c:6](=[O:17])[c:7]([C:14](=[O:15])[OH:16])[cH:8][n:9]([CH2:12][CH3:13])[c:10]2[n:11]1.[NH2:19][CH2:20][CH:21]1[CH2:22][CH2:23][NH:24][CH2:25][CH2:26]1>>[c:2]1([N:24]2[CH2:23][CH2:22][CH:21]([CH2:20][NH2:19])[CH2:26][CH2:25]2)[c:3]([F:18])[cH:4][c:5]2[c:6](=[O:17])[c:7]([C:14](=[O:15])[OH:16])[cH:8][n:9]([CH2:12][CH3:13])[c:10]2[n:11]1. Reactants: C1(CC1)N1C=C(C(C2=C(C(=C(C(=C12)F)NCCNC1=NC=CC=C1)F)SCC1=CC=C(C=C1)OC)=O)C(=O)O (1-cyclopropyl-6,8-difluoro-1,4-dihydro-5-(4-methoxybenzylthio)-4-oxo-7-[2-(2-pyridylamino)ethylamino]quinoline-3-carboxylic acid), FC(C(=O)O)(F)F (trifluoroacetic acid). Run in C1(=CC=CC=C1)OC (anisole). Run at time 24 hour. The product is C1(CC1)N1C=C(C(C2=C(C(=C(C(=C12)F)NCCNC1=NC=CC=C1)F)S)=O)C(=O)O (1-cyclopropyl-6,8-difluoro-1,4-dihydro-5-mercapto-4-oxo-7-[2-(2-pyridylamino)ethylamino]quinoline-3-carboxylic acid). Yield: 68.3%. As a reaction SMILES: [CH:1]1([N:4]2[C:13]3[C:8](=[C:9]([S:26]CC4C=CC(OC)=CC=4)[C:10]([F:25])=[C:11]([NH:15][CH2:16][CH2:17][NH:18][C:19]4[CH:24]=[CH:23][CH:22]=[CH:21][N:20]=4)[C:12]=3[F:14])[C:7](=[O:36])[C:6]([C:37]([OH:39])=[O:38])=[CH:5]2)[CH2:3][CH2:2]1.FC(F)(F)C(O)=O>C1(OC)C=CC=CC=1>[CH:1]1([N:4]2[C:13]3[C:8](=[C:9]([SH:26])[C:10]([F:25])=[C:11]([NH:15][CH2:16][CH2:17][NH:18][C:19]4[CH:24]=[CH:23][CH:22]=[CH:21][N:20]=4)[C:12]=3[F:14])[C:7](=[O:36])[C:6]([C:37]([OH:39])=[O:38])=[CH:5]2)[CH2:3][CH2:2]1. Procedure: A mixture of 1-cyclopropyl-6,8-difluoro-1,4-dihydro-5-(4-methoxybenzylthio)-4-oxo-7-[2-(2-pyridylamino)ethylamino]quinoline-3-carboxylic acid (290 mg, 0.525 mmol) and trifluoroacetic acid (1.5 mL) in anisole (1.5 mL) was stirred at room temperature for 24 h. The mixture was concentrated in vacuo. The residue was dissolved in water (5 mL), then added saturated aq. NaHCO3 until pH=7. The resulting precipitate was combined by filtration. Recrystallization of the cake from MeOH (30 mL) gave 1-cyclop... The reactants are ClC=1C=C(C(=O)O)C=CC1OCCCCCCC1=C(C(=CC=C1)OCC1=CC=CC=C1)OCC1=CC=CC=C1 (3-chloro-4-[6-[2,3-bis(phenylmethoxy)phenyl]hexyloxy]benzoic acid), [H][H] (hydrogen). The reagents and catalysts are [Pd] (palladium on carbon). Run in O1CCCC1 (tetrahydrofuran). Product: C(C1=CC=CC=C1)(=O)O (benzoic acid). Reaction SMILES: Cl[C:2]1[CH:3]=[C:4]([CH:8]=[CH:9][C:10]=1OCCCCCCC1C=CC=C(OCC2C=CC=CC=2)C=1OCC1C=CC=CC=1)[C:5]([OH:7])=[O:6].[H][H]>[Pd].O1CCCC1>[C:5]([OH:7])(=[O:6])[C:4]1[CH:8]=[CH:9][CH:10]=[CH:2][CH:3]=1. Procedure details: A mixture of 0.6 g of 3-chloro-4-[6-[2,3-bis(phenylmethoxy)phenyl]hexyloxy]benzoic acid and 60 mg of 10% palladium on carbon in 20 ml of tetrahydrofuran was stirred in a hydrogen atmosphere for 6 hours. Workup as in Example 36 and recrystallization from ethyl acetate-hexane gave 0.24 g, mp benzoic acid. Reactants: C(C1=CC=CC=C1)N1CC2NCCOC2C1 (8-benzyl-2-oxa-5,8-diazabicyclo[4.3.0]nonane), Cl (hydrochloric acid). The reagents and catalysts are [Pd] (palladium). Solvent: CO (methanol). Product: Cl.Cl.C12OCCNC2CNC1 (2-Oxa-5,8-diazabicyclo[4.3.0]nonane dihydrochloride). RXN SMILES: C([N:8]1[CH2:16][CH:15]2[CH:10]([NH:11][CH2:12][CH2:13][O:14]2)[CH2:9]1)C1C=CC=CC=1.[ClH:17]>CO.[Pd]>[ClH:17].[ClH:17].[CH:15]12[CH2:16][NH:8][CH2:9][CH:10]1[NH:11][CH2:12][CH2:13][O:14]2 |f:4.5.6|. Reported procedure: A solution of 4 g (18.2 mmol) of 8-benzyl-2-oxa-5,8-diazabicyclo[4.3.0]nonane in 100 ml of methanol and 3.5 ml of concentrated hydrochloric acid is hydrogenated on 2 g of palladium-on-active charcoal (10% of Pd) at 80° C. under 100 bar. The catalyst is filtered off and washed with water. The filtrates are concentrated and the product is crystallized by trituration with a little methanol. The crystals are filtered off with suction, washed with acetone and dried in air. Reactants: C1(=CC=CC=C1)OC (anisole), COC1=CC=C(CON(C(=O)N)CC2=CC=C(C(=O)C3=CC(=CC=C3)C(C3=CC=C(C=C3)CN(C(=O)N)OCC3=CC=C(C=C3)OC)=O)C=C2)C=C1 (1,3-bis[4-[[1-(4-methoxybenzyloxy)ureido]methyl]benzoyl]benzene). Run in FC(C(=O)O)(F)F (trifluoroacetic acid). Conditions: time 6 hour. The product is ON(C(=O)N)CC1=CC=C(C(=O)C2=CC(=CC=C2)C(C2=CC=C(C=C2)CN(C(=O)N)O)=O)C=C1 (1,3-bis[4-[(1-hydroxyureido)methyl]benzoyl]benzene). The yield is 81.7%. As a reaction SMILES: C1(OC)C=CC=CC=1.COC1C=CC(C[O:16][N:17]([CH2:21][C:22]2[CH:58]=[CH:57][C:25]([C:26]([C:28]3[CH:33]=[CH:32][CH:31]=[C:30]([C:34](=[O:56])[C:35]4[CH:40]=[CH:39][C:38]([CH2:41][N:42]([O:46]CC5C=CC(OC)=CC=5)[C:43]([NH2:45])=[O:44])=[CH:37][CH:36]=4)[CH:29]=3)=[O:27])=[CH:24][CH:23]=2)[C:18]([NH2:20])=[O:19])=CC=1>FC(F)(F)C(O)=O>[OH:46][N:42]([CH2:41][C:38]1[CH:39]=[CH:40][C:35]([C:34]([C:30]2[CH:31]=[CH:32][CH:33]=[C:28]([C:26](=[O:27])[C:25]3[CH:57]=[CH:58][C:22]([CH2:21][N:17]([OH:16])[C:18]([NH2:20])=[O:19])=[CH:23][CH:24]=3)[CH:29]=2)=[O:56])=[CH:36][CH:37]=1)[C:43]([NH2:45])=[O:44]. Procedure details: With ice-cooling, 10 ml of anisole and 40 ml of trifluoroacetic acid were added to 1.47 g of 1,3-bis[4-[[1-(4-methoxybenzyloxy)ureido]methyl]benzoyl]benzene. The reaction mixture was stirred with ice-cooling for 30 minutes and then at room temperature for 6 hours. The solvent was evaporated under a reduced pressure and the resulting residue was mixed with diethyl ether. The thus formed crystals were collected by filtration and dried to obtain 0.79 g of 1,3-bis[4-[(1-hydroxyureido)methyl]benzoyl]... Reactants: BrBr (bromine), CC1(CCC2=CC=C(C=C12)O)C (3,3-dimethyl-5-hydroxy-indane). Solvent: C(Cl)(Cl)(Cl)Cl (carbon tetrachloride), C(Cl)(Cl)(Cl)Cl (carbon tetrachloride). Run at time 8 hour. The product is BrC1=C(C=C2C(CCC2=C1)(C)C)O (6-bromo-3,3-dimethyl-5-hydroxy-indane). Isolated yield 72.0%. RXN SMILES: [Br:1]Br.[CH3:3][C:4]1([CH3:14])[C:12]2[C:7](=[CH:8][CH:9]=[C:10]([OH:13])[CH:11]=2)[CH2:6][CH2:5]1>C(Cl)(Cl)(Cl)Cl>[Br:1][C:9]1[CH:8]=[C:7]2[C:12]([C:4]([CH3:14])([CH3:3])[CH2:5][CH2:6]2)=[CH:11][C:10]=1[OH:13]. Procedure: 128 g of bromine in 100 ml of carbon tetrachloride were added dropwise over the course of 4.5 hours to a solution of 162 g of 3,3-dimethyl-5-hydroxy-indane in 400 ml of carbon tetrachloride at -9° to -2° C. The reaction solution was left to stand overnight at room temperature. It was then washed until neutral, and dried. Fractional distillation gave 139 g of 6-bromo-3,3-dimethyl-5-hydroxy-indane; boiling point: 141.5° C/10 mm Hg. ##STR32## Reactants: CC(=O)OCC1=C(N2[C@@H]([C@@H](C2=O)N)SC1)C(=O)O (7-aminocephalosporanic acid), FC1=C(C(O)=CC=C1)O (3-fluorocatechol), title compounds. Solvent: C(C)#N.B(F)(F)F (borontrifluoride acetonitrile). Reaction conditions: time 40 hour. Product: NC1[C@@H]2N(C(=C(CS2)CC2=CC(=C(C(=C2)O)O)F)C(=O)O)C1=O (7-amino-3-(3-fluoro-4,5-dihydroxyphenyl) methyl-3-cephem-4-carboxylic acid). Reaction SMILES: [F:1][C:2]1[CH:8]=[CH:7][CH:6]=[C:4]([OH:5])[C:3]=1[OH:9].CC(O[CH2:14][C:15]1[CH2:24][S:23][C@@H:18]2[C@H:19]([NH2:22])[C:20](=[O:21])[N:17]2[C:16]=1[C:25]([OH:27])=[O:26])=O>C(#N)C.B(F)(F)F>[NH2:22][CH:19]1[C:20](=[O:21])[N:17]2[C:16]([C:25]([OH:27])=[O:26])=[C:15]([CH2:14][C:7]3[CH:6]=[C:4]([OH:5])[C:3]([OH:9])=[C:2]([F:1])[CH:8]=3)[CH2:24][S:23][C@H:18]12 |f:2.3|. Reported procedure: 3-fluorocatechol 1.0 g was dissolved in 15% borontrifluoride acetonitrile solution. To the solution was added 7-aminocephalosporanic acid at 5° C. After the stirring for 40 hours at room temperature, the reaction mixture was concentrated to dryness and dissolved in water with the addition of sodium bicarbonate pH 7.0). The solution was washed with ethyl acetate and acidified with 6N-hydrochloric acid to pH The resulting crude crystals were collected by filtration and washed with water to give a ... Reactants: C(=O)(OC(C)(C)C)N1[C@@H](C[C@@H](C1)N(C1CCC(CC1)(C)C)C(C(C)(C)C#N)=O)C(=O)N(C)C (1-BOC-(2S,4S)-4-[(2-cyano-2-methylpropanoyl)(4,4-dimethylcyclohexyl)amino]-2-[(dimethylamino)carbonyl]pyrrolidine), [H][H] (hydrogen). Reagents/catalysts: [Pd] (Pd/C). Run in CO (methanol). The product is C(=O)(OC(C)(C)C)N1[C@@H](C[C@@H](C1)N(C1CCC(CC1)(C)C)C(C(CN)(C)C)=O)C(=O)N(C)C (1-BOC-(2S,4S)-4-[(3-amino-2,2-dimethylpropanoyl)(4,4-dimethylcyclohexyl)amino]-2-[(dimethylamino)carbonyl]pyrrolidine). The yield is 77.9%. As a reaction SMILES: [C:1]([N:8]1[CH2:12][C@@H:11]([N:13]([C:22](=[O:28])[C:23]([C:26]#[N:27])([CH3:25])[CH3:24])[CH:14]2[CH2:19][CH2:18][C:17]([CH3:21])([CH3:20])[CH2:16][CH2:15]2)[CH2:10][C@H:9]1[C:29]([N:31]([CH3:33])[CH3:32])=[O:30])([O:3][C:4]([CH3:7])([CH3:6])[CH3:5])=[O:2].[H][H]>CO.[Pd]>[C:1]([N:8]1[CH2:12][C@@H:11]([N:13]([C:22](=[O:28])[C:23]([CH3:24])([CH3:25])[CH2:26][NH2:27])[CH:14]2[CH2:19][CH2:18][C:17]([CH3:20])([CH3:21])[CH2:16][CH2:15]2)[CH2:10][C@H:9]1[C:29]([N:31]([CH3:32])[CH3:33])=[O:30])([O:3][C:4]([CH3:7])([CH3:6])[CH3:5])=[O:2]. Procedure: To a solution of 1-BOC-(2S,4S)-4-[(2-cyano-2-methylpropanoyl)(4,4-dimethylcyclohexyl)amino]-2-[(dimethylamino)carbonyl]pyrrolidine (1.07 g, 2.31 mmol) prepared in Step A in methanol was added Pd/C (9 mg), and carried out hydrogen reaction at rt for 10 h. After the reaction finished, the reaction mixture was filtered through Celite, and the filtrate was concentrated in vacuo, and purified by HPLC to give the title compound (0.84 g, 78%).